This data is from the Open Reaction Database (ORD), a public repository of structured organic reaction records. The task is: describe an organic reaction: reactants, conditions, products, and yield The reactants are CN(C)C=O, Cc1ccccc1, CC(C)(C)c1cc([N+](=O)[O-])c(O)c([N+](=O)[O-])c1, O=S(Cl)Cl. The product is CC(C)(C)c1cc([N+](=O)[O-])c(Cl)c([N+](=O)[O-])c1. RXN SMILES: [CH3:22][N:23]([CH3:24])[CH:25]=[O:26].[CH3:27][c:28]1[cH:29][cH:30][cH:31][cH:32][cH:33]1.[N+:1](=[O:2])([O-:3])[c:4]1[c:5]([OH:17])[c:6]([N+:14](=[O:15])[O-:16])[cH:7][c:8]([C:10]([CH3:11])([CH3:12])[CH3:13])[cH:9]1.[S:18]([Cl:19])([Cl:20])=[O:21]>>[N+:1](=[O:2])([O-:3])[c:4]1[c:5]([Cl:20])[c:6]([N+:14](=[O:15])[O-:16])[cH:7][c:8]([C:10]([CH3:11])([CH3:12])[CH3:13])[cH:9]1. Solvent: C(C)O (ethanol). Yield: 104.0%. Product: FC=1C=C(CNC(NNC=O)=S)C=C(C1OC)F (4-(3',5'-difluoro-4'-methoxybenzyl)-1-formyl-3-thiosemicarbazide). Procedure: 3,5-Difluoro-4-methoxybenzyl isothiocyanate (11.7 g, 25.5 mmole) and formyl hydrazine (1.7 g, 28.7 mole) were refluxed in ethanol (30 ml) for one hour. The reaction was evaporated to dryness, triturated with hexane:ethyl acetate (1:1), filtered, and recrystallized from ethanol-hexane to yield 7.3 g (62%) of crude 4-(3',5'-difluoro-4'-methoxybenzyl)-1-formyl-3-thiosemicarbazide. Reaction SMILES: [F:1][C:2]1[CH:3]=[C:4]([CH:9]=[C:10]([F:14])[C:11]=1[O:12][CH3:13])[CH2:5][N:6]=[C:7]=[S:8].[CH:15]([NH:17][NH2:18])=[O:16]>C(O)C>[F:1][C:2]1[CH:3]=[C:4]([CH:9]=[C:10]([F:14])[C:11]=1[O:12][CH3:13])[CH2:5][NH:6][C:7](=[S:8])[NH:18][NH:17][CH:15]=[O:16]. The reactants are FC=1C=C(CN=C=S)C=C(C1OC)F (3,5-Difluoro-4-methoxybenzyl isothiocyanate), C(=O)NN (formyl hydrazine). Run in O (water), C(Cl)Cl (CH2Cl2). RXN SMILES: [NH2:1][C:2]1[CH:21]=[CH:20][C:5]2[N:6]([CH3:19])[C:7]([CH2:9][CH2:10][C:11]3[CH:16]=[CH:15][C:14]([C:17]#[N:18])=[CH:13][CH:12]=3)=[N:8][C:4]=2[CH:3]=1.[CH3:22][N:23]([CH3:32])[C:24]1[CH:31]=[CH:30][C:27]([CH:28]=O)=[CH:26][CH:25]=1.CC(O)=O.[OH-].[Na+]>C(Cl)Cl.O>[C:17]([C:14]1[CH:15]=[CH:16][C:11]([CH2:10][CH2:9][C:7]2[N:6]([CH3:19])[C:5]3[CH:20]=[CH:21][C:2]([NH:1][CH2:28][C:27]4[CH:30]=[CH:31][C:24]([N:23]([CH3:32])[CH3:22])=[CH:25][CH:26]=4)=[CH:3][C:4]=3[N:8]=2)=[CH:12][CH:13]=1)#[N:18] |f:3.4|. The reactants are [OH-].[Na+] (NaOH), NC1=CC2=C(N(C(=N2)CCC2=CC=C(C=C2)C#N)C)C=C1 (5-amino-2-[2-(4-cyanophenyl)-ethyl]-1-methyl-benzimidazole), Na[HB(OAc)3], CN(C1=CC=C(C=O)C=C1)C (4-dimethylamino-benzaldehyde), CC(=O)O (AcOH). Procedure: 5-amino-2-[2-(4-cyanophenyl)-ethyl]-1-methyl-benzimidazole (1.0 g, 3.6 mmol) which is obtainable according to Example 2 (step c) and 4-dimethylamino-benzaldehyde (0.59 g, 3.0 mmol) in 25 mL of CH2Cl2 with 0.22 mL of AcOH are combined with Na[HB(OAc)3](2.2 g, 10.3 mmol) at ambient temperature with stirring. The mixture is stirred for 1 h at ambient temperature, covered with water, carefully acidified with conc hydrochloric acidaq and then made alkaline with 4N NaOH solution. The organic phase is ... The product is C(#N)C1=CC=C(C=C1)CCC1=NC2=C(N1C)C=CC(=C2)NCC2=CC=C(C=C2)N(C)C (2-[2-(4-Cyanophenyl)-ethyl]-1-methyl-5-(4-dimethylaminobenzylamino)-benzimidazole).